From a dataset of the Open Reaction Database (ORD), a public repository of structured organic reaction records. describe an organic reaction: reactants, conditions, products, and yield RXN SMILES: [C:1]([C:5]1[CH:6]=[C:7]2[C:11](=[CH:12][CH:13]=1)[CH:10]([NH:14][C:15]([NH:17][C:18]1[CH:26]=[CH:25][CH:24]=[C:23]3[C:19]=1[CH:20]=[N:21][N:22]3C(OC)=O)=[O:16])[CH2:9][CH2:8]2)([CH3:4])([CH3:3])[CH3:2].[OH-].[Na+].CO>O1CCCC1.O>[C:1]([C:5]1[CH:6]=[C:7]2[C:11](=[CH:12][CH:13]=1)[CH:10]([NH:14][C:15]([NH:17][C:18]1[CH:26]=[CH:25][CH:24]=[C:23]3[C:19]=1[CH:20]=[N:21][NH:22]3)=[O:16])[CH2:9][CH2:8]2)([CH3:4])([CH3:2])[CH3:3] |f:1.2|. The solvent is O (water), O1CCCC1 (tetrahydrofuran). Product: C(C)(C)(C)C=1C=C2CCC(C2=CC1)NC(=O)NC1=C2C=NNC2=CC=C1 (N-(5-tert-butyl-2,3-dihydro-1H-inden-1-yl)-N′-1H-indazol-4-ylurea), hydrochloride salt. Reactants: C(C)(C)(C)C=1C=C2CCC(C2=CC1)NC(=O)NC1=C2C=NN(C2=CC=C1)C(=O)OC (Methyl 4-({[(5-tert-butyl-2,3-dihydro-1H-inden-1-yl)amino]carbonyl}amino)-1H-indazole-1-carboxylate), solution, [OH-].[Na+] (sodium hydroxide), CO (methanol). Reaction conditions: time 30 minute. Procedure details: Methyl 4-({[(5-tert-butyl-2,3-dihydro-1H-inden-1-yl)amino]carbonyl}amino)-1H-indazole-1-carboxylate (5.67 g, 14 mmol) in tetrahydrofuran (20 ml) was treated with A 5M solution of sodium hydroxide in methanol (8 ml, 40 mmol). After stirring for 30 minutes, the reaction mixture was diluted with water and filtered. The solid was air-dried and then treated with ethanolic HCl to provide the title compound as the hydrochloride salt. 1H NMR (DMSO-d6) δ 1.06 (t, 1.8H, EtOH), 1.27 (s, 9H), 1.75-1.88 (m, ... Reactants: [OH-].[Na+] (sodium hydroxide), S(O)(O)(=O)=O (sulfuric acid), [O-]CC.[Na+] (sodium ethoxide), C(CC(=O)OCC)(=O)OCC (diethyl malonate), ClC1=C(C=CC(C)=O)C=CC=C1 (2-chlorobenzalacetone). Solvent: C(C)(=O)OCC (ethyl acetate), C(C)O (ethanol), C(C)O (ethanol). Run at temperature 90 celsius, time 2 hour. Product: ClC1=C(C=CC=C1)C1CC(CC(C1)=O)=O (5-(2-chlorophenyl)cyclohexane-1,3-dione). Reaction SMILES: [O-:1][CH2:2][CH3:3].[Na+].C(OCC)(=O)CC(OCC)=O.[Cl:16][C:17]1[CH:27]=[CH:26][CH:25]=[CH:24][C:18]=1[CH:19]=[CH:20][C:21](=[O:23])[CH3:22].[OH-].[Na+].S(=O)(=O)(O)O>C(O)C.C(OCC)(=O)C>[Cl:16][C:17]1[CH:27]=[CH:26][CH:25]=[CH:24][C:18]=1[CH:19]1[CH2:3][C:2](=[O:1])[CH2:22][C:21](=[O:23])[CH2:20]1 |f:0.1,4.5|. Reported procedure: To a solution of 20% sodium ethoxide in ethanol (170.1 g) was added diethyl malonate (80.1 g) at room temperature (immediately precipitated material was observed), and then a solution of crude 2-chlorobenzalacetone (94.6 g) in ethanol (40 ml). The mixture was stirred at 90° C. for 2 hours, cooled at room temperature and under-ice-cooling (for 1 hour). Precipitated materials were filtered and washed with ethyl acetate and isopropylether to give crude ethyl 6-(2-chlorophenyl)-2-hydroxy-4-oxo-2-cyc... Reactants: C(CCCCCCCCCCCCC)OC(CCSCCC(=O)OCCCCCCCCCCCCCC)=O (dimyristyl-3,3'-thiodipropionate), [P] (phosphorus), tetra tridecyl 4,4'-butylidene bis-(3-methyl-6-t-butylphenol) di-phosphite, bis[2-methyl-4{3-n-alkylthio propionyloxy}-5-tert-butylphenyl]sulfide, 3,5-di-tert-butyl-4-hydroxy benzyl phosphite di-ethylester, P(O)(O)O.P(O)(O)O.P(O)(O)O.C(CCCCCCCCCCCC)C(C(C(C(C1=C(C=C(C(=C1)C(C)(C)C)O)C)(C1=C(C=C(C(=C1)C(C)(C)C)O)C)CCCCCCCCCCCCC)(CCCCCCCCCCCCC)CCCCCCCCCCCCC)(C1=C(C=C(C(=C1)C(C)(C)C)O)C)CCCCCCCCCCCCC)CCCCCCCCCCCCC (hexa tridecyl 1,1,3-tris(2-methyl-4-hydroxy-5-t-butylphenyl)butane triphosphite), mono-di-nonylphenyl-phosphite, tetrakis [2,4- bis(1,1-dimethylethyl)phenyl]ester, C(CCCCCCCCCCCCCCCCC)OC(CCSCCC(=O)OCCCCCCCCCCCCCCCCCC)=O (distearyl-3,3'-thiodipropionate), pentaerythritol tetrakis-(β-lauryl-thiopropionate), 1,1-biphenyl-4,4'-zyl. Product: C(CCCCCCCCCCC)OC(CCSCCC(=O)OCCCCCCCCCCCC)=O (dilauryl-3,3'-thiodipropionate). As a reaction SMILES: [CH2:1]([O:15][C:16](=[O:39])[CH2:17][CH2:18][S:19][CH2:20][CH2:21][C:22]([O:24][CH2:25][CH2:26][CH2:27][CH2:28][CH2:29][CH2:30][CH2:31][CH2:32][CH2:33][CH2:34][CH2:35][CH2:36]CC)=[O:23])[CH2:2][CH2:3][CH2:4][CH2:5][CH2:6][CH2:7][CH2:8][CH2:9][CH2:10][CH2:11][CH2:12]CC.C(OC(=O)CCSCCC(OCCCCCCCCCCCCCCCCCC)=O)CCCCCCCCCCCCCCCCC.[P].P(O)(O)O.P(O)(O)O.P(O)(O)O.C(C(CCCCCCCCCCCCC)C(CCCCCCCCCCCCC)(C1C=C(C(C)(C)C)C(O)=CC=1C)C(CCCCCCCCCCCCC)(CCCCCCCCCCCCC)C(CCCCCCCCCCCCC)(C1C=C(C(C)(C)C)C(O)=CC=1C)C1C=C(C(C)(C)C)C(O)=CC=1C)CCCCCCCCCCCC>>[CH2:1]([O:15][C:16](=[O:39])[CH2:17][CH2:18][S:19][CH2:20][CH2:21][C:22]([O:24][CH2:25][CH2:26][CH2:27][CH2:28][CH2:29][CH2:30][CH2:31][CH2:32][CH2:33][CH2:34][CH2:35][CH3:36])=[O:23])[CH2:2][CH2:3][CH2:4][CH2:5][CH2:6][CH2:7][CH2:8][CH2:9][CH2:10][CH2:11][CH3:12] |f:3.4.5.6|. Procedure details: dimyristyl-3,3'-thiodipropionate (molecular weight, 571; melting point 47 to 54° C.; commercial name, DMTD "YOSHITOMI" (YOSHITOMI), SUMILIZER TPM (SUMITOMO), ANTIOX M (NICHI-YU)). distearyl-3,3'-thiodipropionate (molecular weight, 683; melting point 61 to 68° C.; commercial name, DSTP "YOSHITOMI" (YOSHITOMI), SUMILIZER TPS (SUMITOMO), ANTIOX S (NICHI-YU)). pentaerythritol-tetrakis-(β-lauryl-thiopropionate) (molecular weight, 1162; melting point >46° C.; commercial name, SEENOX 412S (CYPRO), MARK... The reactants are BrCC1CCCC1, N#Cc1ccc(Cn2c(-c3ccc(Cl)cc3O)nc3cc(F)c(F)cc32)c(F)c1. Yields the product N#Cc1ccc(Cn2c(-c3ccc(Cl)cc3OCC3CCCC3)nc3cc(F)c(F)cc32)c(F)c1. RXN SMILES: [Br:30][CH2:31][CH:32]1[CH2:33][CH2:34][CH2:35][CH2:36]1.[Cl:1][c:2]1[cH:3][c:4]([OH:29])[c:5](-[c:8]2[n:9][c:10]3[c:11]([n:12]2[CH2:13][c:14]2[c:15]([F:22])[cH:16][c:17]([C:18]#[N:19])[cH:20][cH:21]2)[cH:23][c:24]([F:28])[c:25]([F:27])[cH:26]3)[cH:6][cH:7]1>>[Cl:1][c:2]1[cH:3][c:4]([O:29][CH2:31][CH:32]2[CH2:33][CH2:34][CH2:35][CH2:36]2)[c:5](-[c:8]2[n:9][c:10]3[c:11]([n:12]2[CH2:13][c:14]2[c:15]([F:22])[cH:16][c:17]([C:18]#[N:19])[cH:20][cH:21]2)[cH:23][c:24]([F:28])[c:25]([F:27])[cH:26]3)[cH:6][cH:7]1. As a reaction SMILES: [NH:1]1[C:5]2[CH:6]=[CH:7][CH:8]=[CH:9][C:4]=2[N:3]=[C:2]1[C:10]([N:12]1[CH2:15][CH:14]([O:16][C:17]2[C:22]([C:23]3[CH2:28][CH2:27][CH:26]([O:29][Si](C(C)(C)C)(C)C)[CH2:25][CH:24]=3)=[N:21][CH:20]=[CH:19][N:18]=2)[CH2:13]1)=[O:11].CCCC[N+](CCCC)(CCCC)CCCC.[F-]>C1COCC1>[NH:1]1[C:5]2[CH:6]=[CH:7][CH:8]=[CH:9][C:4]=2[N:3]=[C:2]1[C:10]([N:12]1[CH2:13][CH:14]([O:16][C:17]2[C:22]([C:23]3[CH2:28][CH2:27][CH:26]([OH:29])[CH2:25][CH:24]=3)=[N:21][CH:20]=[CH:19][N:18]=2)[CH2:15]1)=[O:11] |f:1.2|. Conditions: time 24 hour. Solvent: C1CCOC1 (THF), C1CCOC1 (THF). Reported procedure: To a solution of (1H-benzo[d]imidazol-2-yl)(3-(3-(4-(tert-butyldimethylsilyloxy)cyclohex-1-enyl)pyrazin-2-yloxy)azetidin-1-yl)methanone (336 mg, 0.664 mmol) and THF (6 mL) was added 1M TBAF in THF (1.6 mL, 1.600 mmol). After 24 hours, the reaction solution was eluted through a short plug of silica gel. The filtrate was concentrated in vacuo and adsorbed onto a plug of silica gel and chromatographed through a Redi-Sep® pre-packed silica gel column (12 g), eluting with 0% to 4% MeOH in DCM, to pro... Yields the product N1C(=NC2=C1C=CC=C2)C(=O)N2CC(C2)OC2=NC=CN=C2C2=CCC(CC2)O ((1H-benzo[d]imidazol-2-yl)(3-(3-(4-hydroxycyclohex-1-enyl)pyrazin-2-yloxy)azetidin-1-yl)methanone). The reactants are N1C(=NC2=C1C=CC=C2)C(=O)N2CC(C2)OC2=NC=CN=C2C2=CCC(CC2)O[Si](C)(C)C(C)(C)C ((1H-benzo[d]imidazol-2-yl)(3-(3-(4-(tert-butyldimethylsilyloxy)cyclohex-1-enyl)pyrazin-2-yloxy)azetidin-1-yl)methanone), CCCC[N+](CCCC)(CCCC)CCCC.[F-] (TBAF). Isolated yield 28.9%. Procedure: The reaction and aftertreatment were conducted in the same manner as in Example 1b by using the N-(2,4-dimethoxybenzyl)-2,3-difluoro-4-{[(1S*,2R*)-2-(1-methyl-1H-pyrazol-5-yl)cycloheptyl]oxy}-N-(pyrimidin-4-yl)benzenesulfonamide (190 mg, 0.310 mmol) prepared in Example 51a, triethylsilane (0.20 mL), trifluoroacetic acid (2.0 mL) and dichloromethane (2.0 mL), to yield the title compound (102 mg, 71%) as a colorless solid. RXN SMILES: COC1C=C(OC)C=CC=1C[N:6]([C:32]1[CH:37]=[CH:36][N:35]=[CH:34][N:33]=1)[S:7]([C:10]1[CH:15]=[CH:14][C:13]([O:16][C@H:17]2[CH2:23][CH2:22][CH2:21][CH2:20][CH2:19][C@@H:18]2[C:24]2[N:28]([CH3:29])[N:27]=[CH:26][CH:25]=2)=[C:12]([F:30])[C:11]=1[F:31])(=[O:9])=[O:8].C([SiH](CC)CC)C.FC(F)(F)C(O)=O>ClCCl>[F:31][C:11]1[C:12]([F:30])=[C:13]([O:16][C@H:17]2[CH2:23][CH2:22][CH2:21][CH2:20][CH2:19][C@@H:18]2[C:24]2[N:28]([CH3:29])[N:27]=[CH:26][CH:25]=2)[CH:14]=[CH:15][C:10]=1[S:7]([NH:6][C:32]1[CH:37]=[CH:36][N:35]=[CH:34][N:33]=1)(=[O:8])=[O:9]. Run in ClCCl (dichloromethane). Reactants: COC1=C(CN(S(=O)(=O)C2=C(C(=C(C=C2)O[C@@H]2[C@H](CCCCC2)C2=CC=NN2C)F)F)C2=NC=NC=C2)C=CC(=C1)OC (N-(2,4-dimethoxybenzyl)-2,3-difluoro-4-{[(1S*,2R*)-2-(1-methyl-1H-pyrazol-5-yl)cycloheptyl]oxy}-N-(pyrimidin-4-yl)benzenesulfonamide), C(C)[SiH](CC)CC (triethylsilane), FC(C(=O)O)(F)F (trifluoroacetic acid). Product: FC1=C(C=CC(=C1F)O[C@@H]1[C@H](CCCCC1)C1=CC=NN1C)S(=O)(=O)NC1=NC=NC=C1 (2,3-Difluoro-4-{[(1S*,2R*)-2-(1-methyl-1H-pyrazol-5-yl)cycloheptyl]oxy}-N-(pyrimidin-4-yl)benzenesulfonamide). The yield is 71.0%. Starting materials: C(C)C1=C(C(=CC=C1)CC)NC(=O)C1=NNC2=C1CCCC=1C2=NC(=NC1)NC1=C(C=C(C=C1)N1CCN(CC1)C)OC (N-(2,6-diethylphenyl)-9-{[2-methoxy-4-(4-methylpiperazin-1-yl)phenyl]amino}-1,4,5,6-tetrahydropyrazolo[4′,3′:6,7]cyclohepta[1,2-d]pyrimidine-3-carboxamide), C(=O)([O-])[O-].[Cs+].[Cs+] (Cs2CO3), BrCC (bromoethane). The solvent is CN(C)C=O (DMF). Conditions: time 12 hour. Yields the product C(C)C1=C(C(=CC=C1)CC)NC(=O)C1=NN(C2=C1CCCC=1C2=NC(=NC1)NC1=C(C=C(C=C1)N1CCN(CC1)C)OC)CC (N-(2,6-diethylphenyl)-1-ethyl-9-{[2-methoxy-4-(4-methyl piperazin-1-yl)phenyl]amino}-1,4,5,6-tetrahydropyrazolo[4′,3′:6,7]cyclohepta[1,2-d]pyrimidine-3-carboxamide). Yield: 44.8%. Reaction SMILES: [CH2:1]([C:3]1[CH:8]=[CH:7][CH:6]=[C:5]([CH2:9][CH3:10])[C:4]=1[NH:11][C:12]([C:14]1[C:18]2[CH2:19][CH2:20][CH2:21][C:22]3[C:23](=[N:24][C:25]([NH:28][C:29]4[CH:34]=[CH:33][C:32]([N:35]5[CH2:40][CH2:39][N:38]([CH3:41])[CH2:37][CH2:36]5)=[CH:31][C:30]=4[O:42][CH3:43])=[N:26][CH:27]=3)[C:17]=2[NH:16][N:15]=1)=[O:13])[CH3:2].C([O-])([O-])=O.[Cs+].[Cs+].Br[CH2:51][CH3:52]>CN(C=O)C>[CH2:1]([C:3]1[CH:8]=[CH:7][CH:6]=[C:5]([CH2:9][CH3:10])[C:4]=1[NH:11][C:12]([C:14]1[C:18]2[CH2:19][CH2:20][CH2:21][C:22]3[C:23](=[N:24][C:25]([NH:28][C:29]4[CH:34]=[CH:33][C:32]([N:35]5[CH2:40][CH2:39][N:38]([CH3:41])[CH2:37][CH2:36]5)=[CH:31][C:30]=4[O:42][CH3:43])=[N:26][CH:27]=3)[C:17]=2[N:16]([CH2:51][CH3:52])[N:15]=1)=[O:13])[CH3:2] |f:1.2.3|. Procedure: To a solution of N-(2,6-diethylphenyl)-9-{[2-methoxy-4-(4-methylpiperazin-1-yl)phenyl]amino}-1,4,5,6-tetrahydropyrazolo[4′,3′:6,7]cyclohepta[1,2-d]pyrimidine-3-carboxamide (0.065 g, 0.11 mmol) in DMF (1.1 mL), Cs2CO3 (0.073 g, 0.22 mmol) and bromoethane (0.008 mL, 0.11 mmol) were added. The mixture was stirred at room temperature for 12 h, solvent was removed under vacuo, then DCM (10 mL) was added and the organic phase washed with water (2×15 mL). The organic fraction was, dried over Na2SO4, fi... Reactants: C(C)(=O)OCC (ethyl acetate), ClCC=1N=C(OC1)C=CC1=CC=C(C=C1)C(F)(F)F (4-chlormethyl-2-[2-(4-trifluoromethyl-phenyl)-vinyl]-oxazole), N1(N=NC=C1)CCCCC1=NC=C(C=N1)O (2-(4-[1,2,3]triazol-1-yl-butyl)-pyrimidin-5-ol), C([O-])([O-])=O.[Cs+].[Cs+] (cesium carbonate). The solvent is CN(C)C=O (DMF). Conditions: time 2 hour. Product: N1(N=NC=C1)CCCCC1=NC=C(C=N1)OCC=1N=C(OC1)C=CC1=CC=C(C=C1)C(F)(F)F (2-(4-[1,2,3]Triazol-1-yl-butyl)-5-{2-[2-(4-trifluoromethyl-phenyl)-vinyl]-oxazol-4-ylmethoxy}-pyrimidine). Reaction SMILES: Cl[CH2:2][C:3]1[N:4]=[C:5]([CH:8]=[CH:9][C:10]2[CH:15]=[CH:14][C:13]([C:16]([F:19])([F:18])[F:17])=[CH:12][CH:11]=2)[O:6][CH:7]=1.[N:20]1([CH2:25][CH2:26][CH2:27][CH2:28][C:29]2[N:34]=[CH:33][C:32]([OH:35])=[CH:31][N:30]=2)[CH:24]=[CH:23][N:22]=[N:21]1.C(=O)([O-])[O-].[Cs+].[Cs+].C(OCC)(=O)C>CN(C=O)C>[N:20]1([CH2:25][CH2:26][CH2:27][CH2:28][C:29]2[N:34]=[CH:33][C:32]([O:35][CH2:2][C:3]3[N:4]=[C:5]([CH:8]=[CH:9][C:10]4[CH:15]=[CH:14][C:13]([C:16]([F:19])([F:18])[F:17])=[CH:12][CH:11]=4)[O:6][CH:7]=3)=[CH:31][N:30]=2)[CH:24]=[CH:23][N:22]=[N:21]1 |f:2.3.4|. Procedure: A mixture of 4-chlormethyl-2-[2-(4-trifluoromethyl-phenyl)-vinyl]-oxazole (0.144 g, 0.50 mmol), 2-(4-[1,2,3]triazol-1-yl-butyl)-pyrimidin-5-ol (0.078 g, 0.357 mmol) and cesium carbonate (Cs2CO3) (0.175 g, 0.536 mmol) in DMF (10 ml) is kept at 80° C. for 2 h. After cooling ethyl acetate (25 ml) is added, the mixture is washed with sat. NH4Cl and brine, dried over MgSO4 and concentrated in vacuo. The crude product is purified by flash column chromatography (ethyl acetate (100%)->ethyl acetate/meth... The reactants are BrCc1ccccc1, C=CCC1(c2ccc(F)cc2)CCN(C2CCCNC2)C(=O)O1, [K+], [K+], O=C([O-])[O-], CN(C)C=O. Yields the product C=CCC1(c2ccc(F)cc2)CCN(C2CCCN(Cc3ccccc3)C2)C(=O)O1. Reaction SMILES: [Br:24][CH2:25][c:26]1[cH:27][cH:28][cH:29][cH:30][cH:31]1.[CH2:1]([CH:2]=[CH2:3])[C:4]1([c:17]2[cH:18][cH:19][c:20]([F:23])[cH:21][cH:22]2)[CH2:5][CH2:6][N:7]([CH:11]2[CH2:12][NH:13][CH2:14][CH2:15][CH2:16]2)[C:8](=[O:10])[O:9]1.[K+:32].[K+:33].[O-:34][C:35]([O-:36])=[O:37].[O:38]=[CH:39][N:40]([CH3:41])[CH3:42]>>[CH2:1]([CH:2]=[CH2:3])[C:4]1([c:17]2[cH:18][cH:19][c:20]([F:23])[cH:21][cH:22]2)[CH2:5][CH2:6][N:7]([CH:11]2[CH2:12][N:13]([CH2:25][c:26]3[cH:27][cH:28][cH:29][cH:30][cH:31]3)[CH2:14][CH2:15][CH2:16]2)[C:8](=[O:10])[O:9]1. The reactants are BrCCC1=C(C=CC(=C1F)F)CBr (2-(2-bromoethyl)-1-(bromomethyl)-3,4-difluorobenzene), BrC1=CC=C2CCC(C2=C1)=O (6-bromo-2,3-dihydro-1H-inden-1-one), [H-].[Na+] (NaH). The solvent is C1CCOC1 (THF). Yields the product BrC1=CC=C2CC3(CC4=CC=C(C(=C4CC3)F)F)C(C2=C1)=O (6-bromo-5′,6′-difluoro-3′,4′-dihydro-1′H-spiro[indene-2,2′-naphthalen]-1(3H)-one). The yield is 45.8%. RXN SMILES: Br[CH2:2][CH2:3][C:4]1[C:9]([F:10])=[C:8]([F:11])[CH:7]=[CH:6][C:5]=1[CH2:12]Br.[Br:14][C:15]1[CH:23]=[C:22]2[C:18]([CH2:19][CH2:20][C:21]2=[O:24])=[CH:17][CH:16]=1.[H-].[Na+]>C1COCC1>[Br:14][C:15]1[CH:23]=[C:22]2[C:18]([CH2:19][C:20]3([C:21]2=[O:24])[CH2:2][CH2:3][C:4]2[C:5](=[CH:6][CH:7]=[C:8]([F:11])[C:9]=2[F:10])[CH2:12]3)=[CH:17][CH:16]=1 |f:2.3|. Reported procedure: To a solution of 2-(2-bromoethyl)-1-(bromomethyl)-3,4-difluorobenzene (3 g, 9.62 mmol) and 6-bromo-2,3-dihydro-1H-inden-1-one (2.03 mg, 9.62 mmol) in THF (20 mL) was added NaH (0.58 mg, 14.43 mmol), and the mixture was refluxed for 2 hour. The reaction was cooled and quenched with ice-water. The mixture was extracted with EtOAc. The organic layer was washed with brine, dried over Na2SO4, filtered and concentrated to give the residue, which was purified by preparative TLC to afford 6-bromo-5′,6′-...